This data is from the Open Reaction Database (ORD), a public repository of structured organic reaction records. The task is: describe an organic reaction: reactants, conditions, products, and yield Starting materials: ClCCI, [H-], [Na+], CN(C)C=O, COc1cc(OC)c2c(=O)oc(-c3cc(C)c(O)c(C)c3)cc2c1. Product: COc1cc(OC)c2c(=O)oc(-c3cc(C)c(OCCCl)c(C)c3)cc2c1. Reaction SMILES: [Cl:27][CH2:28][CH2:29][I:30].[H-:26].[Na+:25].[O:31]=[CH:32][N:33]([CH3:34])[CH3:35].[OH:1][c:2]1[c:3]([CH3:24])[cH:4][c:5](-[c:9]2[o:10][c:11](=[O:23])[c:12]3[c:13]([O:21][CH3:22])[cH:14][c:15]([O:19][CH3:20])[cH:16][c:17]3[cH:18]2)[cH:6][c:7]1[CH3:8]>>[O:1]([c:2]1[c:3]([CH3:24])[cH:4][c:5](-[c:9]2[o:10][c:11](=[O:23])[c:12]3[c:13]([O:21][CH3:22])[cH:14][c:15]([O:19][CH3:20])[cH:16][c:17]3[cH:18]2)[cH:6][c:7]1[CH3:8])[CH2:29][CH2:28][Cl:27]. Reactants: C1(CC1)C(=O)N1C[C@@H](CC1)CC=1N(C(NN1)=O)C1=C(C=C(C=C1)B1OC(C(O1)(C)C)(C)C)F (5-{[(3S)-1-(cyclopropylcarbonyl)-3-pyrrolidinyl]methyl}-4-[2-fluoro-4-(4,4,5,5-tetramethyl-1,3,2-dioxaborolan-2-yl)phenyl]-2,4-dihydro-3H-1,2,4-triazol-3-one), BrC=1C=CC2=C(N=CS2)C1 (5-bromo-1,3-benzothiazole), C([O-])([O-])=O.[K+].[K+] (potassium carbonate). Yields the product S1C=NC2=C1C=CC(=C2)C2=CC(=C(C=C2)N2C(NN=C2C[C@H]2CN(CC2)C(=O)C2CC2)=O)F (4-[4-(1,3-benzothiazol-5-yl)-2-fluorophenyl]-5-{[(3S)-1-(cyclopropylcarbonyl)-3-pyrrolidinyl]methyl}-2,4-dihydro-3H-1,2,4-triazol-3-one). Solvent: O1CCOCC1 (dioxane). The reagents and catalysts are C1=CC=C(C=C1)P([C-]2C=CC=C2)C3=CC=CC=C3.C1=CC=C(C=C1)P([C-]2C=CC=C2)C3=CC=CC=C3.Cl[Pd]Cl.[Fe+2].ClCCl (dichloro[1,1′-bis(diphenylphosphino)ferrocene]palladium(II) dichloromethane). Conditions: temperature 100 celsius, time 8 hour. Procedure details: A solution of 5-{[(3S)-1-(cyclopropylcarbonyl)-3-pyrrolidinyl]methyl}-4-[2-fluoro-4-(4,4,5,5-tetramethyl-1,3,2-dioxaborolan-2-yl)phenyl]-2,4-dihydro-3H-1,2,4-triazol-3-one (0.230 mmol) in dioxane (1.5 mL) was treated with 5-bromo-1,3-benzothiazole (0.230 mmol), dichloro[1,1′-bis(diphenylphosphino)ferrocene]palladium(II)-dichloromethane adduct (9 mg), and 2M aq potassium carbonate (0.690 mmol). The reaction mixture was purged with nitrogen, sealed, and stirred at 100° C. overnight. The reaction m... As a reaction SMILES: [CH:1]1([C:4]([N:6]2[CH2:10][CH2:9][C@@H:8]([CH2:11][C:12]3[N:13]([C:18]4[CH:23]=[CH:22][C:21](B5OC(C)(C)C(C)(C)O5)=[CH:20][C:19]=4[F:33])[C:14](=[O:17])[NH:15][N:16]=3)[CH2:7]2)=[O:5])[CH2:3][CH2:2]1.Br[C:35]1[CH:36]=[CH:37][C:38]2[S:42][CH:41]=[N:40][C:39]=2[CH:43]=1.C(=O)([O-])[O-].[K+].[K+]>O1CCOCC1.C1C=CC(P(C2C=CC=CC=2)[C-]2C=CC=C2)=CC=1.C1C=CC(P(C2C=CC=CC=2)[C-]2C=CC=C2)=CC=1.Cl[Pd]Cl.[Fe+2].ClCCl>[S:42]1[C:38]2[CH:37]=[CH:36][C:35]([C:21]3[CH:22]=[CH:23][C:18]([N:13]4[C:12]([CH2:11][C@@H:8]5[CH2:9][CH2:10][N:6]([C:4]([CH:1]6[CH2:3][CH2:2]6)=[O:5])[CH2:7]5)=[N:16][NH:15][C:14]4=[O:17])=[C:19]([F:33])[CH:20]=3)=[CH:43][C:39]=2[N:40]=[CH:41]1 |f:2.3.4,6.7.8.9.10|. The yield is 39.0%. Starting materials: C1CCOC1, [Li]CCCC, CSSC, Fc1cccc(F)c1. Yields the product CSc1c(F)cccc1F. RXN SMILES: [CH2:18]1[O:19][CH2:20][CH2:21][CH2:22]1.[CH2:9]([Li:10])[CH2:11][CH2:12][CH3:13].[CH3:14][S:15][S:16][CH3:17].[F:1][c:2]1[cH:3][cH:4][cH:5][c:6]([F:7])[cH:8]1>>[F:1][c:2]1[cH:3][cH:4][cH:5][c:6]([F:7])[c:8]1[S:15][CH3:14]. Reactants: [Br-].C1(=CC=CC=C1)C(C1=CC=CC=C1)(C1=CC=CC=C1)[PH3+] (triphenylmethylphosphonium bromide), C(CCC)[Li] (n-butyllithium), COC1=NC(=NC(=C1)OC)NC(=O)NS(=O)(=O)C1=C(C=CC=C1)C(C)=O (N-[(4,6-dimethoxypyrimidin-2-yl)aminocarbonyl]-2-acetylbenzenesulfonamide). Run in O1CCCC1 (tetrahydrofuran), O1CCCC1 (tetrahydrofuran). Conditions: time 4 hour. Product: COC1=NC(=NC(=C1)OC)NC(=O)NS(=O)(=O)C1=C(C=CC=C1)C(=C)C (N-[(4,6-Dimethoxypyrimidin-2-yl)aminocarbonyl]-2-isopropenylbenzenesulfonamide). RXN SMILES: C([Li])CCC.[Br-].[C:7]1([C:13]([PH3+])([C:20]2[CH:25]=[CH:24][CH:23]=[CH:22][CH:21]=2)[C:14]2C=CC=CC=2)C=CC=CC=1.[CH3:27][O:28][C:29]1[CH:34]=[C:33]([O:35][CH3:36])[N:32]=[C:31]([NH:37][C:38]([NH:40][S:41](C2C=CC=CC=2C(=O)C)(=[O:43])=[O:42])=[O:39])[N:30]=1>O1CCCC1>[CH3:27][O:28][C:29]1[CH:34]=[C:33]([O:35][CH3:36])[N:32]=[C:31]([NH:37][C:38]([NH:40][S:41]([C:25]2[CH:24]=[CH:23][CH:22]=[CH:21][C:20]=2[C:13]([CH3:7])=[CH2:14])(=[O:42])=[O:43])=[O:39])[N:30]=1 |f:1.2|. Procedure: to a stirred mixture of 0.02 mol of n-butyllithium in 20 ml of anhydrous tetrahydrofuran is added 3.6 g of triphenylmethylphosphonium bromide. The above solution is stirred at room temperature for 4 hours. A slurry of 3.8 g of N-[(4,6-dimethoxypyrimidin-2-yl)aminocarbonyl]-2-acetylbenzenesulfonamide in 30 ml of dry tetrahydrofuran is then added dropwise. The resulting mixture is refluxed overnight and allowed to cool to room temperature. The precipitate is removed by suction filtration and washe... The reactants are C(CCC)[Li] (n-Butyllithium), CN1C=NC=C1 (1-methylimidazole), O.O.C(CN(CC(=O)O)CC(=O)O)N(CC(=O)O)CC(=O)O.[Na].[Na] (disodium ethylenediaminetetraacetic acid dihydrate), BrC=1C=CC(=C(C1)C=1NC(C2=C(N1)C(=NN2C)CCC)=O)OCC (5-(5-bromo-2-ethoxyphenyl)-1-methyl-3-n-propyl-1,6-dihydro-7H-pyrazolo[4,3-d]pyrimidin-7-one), tetrakis(triphenylphospine)palladium(0), C([O-])([O-])=O.[Na+].[Na+] (sodium carbonate). Reagents/catalysts: [Cl-].[Zn+2].[Cl-] (zinc chloride), [Cl-].[Zn+2].[Cl-] (zinc chloride). Solvent: O1CCCC1 (tetrahydrofuran), O1CCCC1 (tetrahydrofuran), O (water), CO (methanol). Reaction conditions: time 0.25 hour. Product: C(C)OC1=C(C=C(C=C1)C=1N(C=CN1)C)C=1NC(C2=C(N1)C(=NN2C)CCC)=O (5-[2-Ethoxy-5-(1-methyl-2-imidazolyl)phenyl]-1-methyl-3-n-propyl-1,6-dihydro-7H-pyrazolo[4,3-d]pyrimidin-7-one). Yield: 53.1%. As a reaction SMILES: C([Li])CCC.[CH3:6][N:7]1[CH:11]=[CH:10][N:9]=[CH:8]1.Br[C:13]1[CH:14]=[CH:15][C:16]([O:33][CH2:34][CH3:35])=[C:17]([C:19]2[NH:20][C:21](=[O:32])[C:22]3[N:27]([CH3:28])[N:26]=[C:25]([CH2:29][CH2:30][CH3:31])[C:23]=3[N:24]=2)[CH:18]=1.O.O.C(N(CC(O)=O)CC(O)=O)CN(CC(O)=O)CC(O)=O.[Na].[Na].C(=O)([O-])[O-].[Na+].[Na+]>O1CCCC1.O.[Cl-].[Zn+2].[Cl-].CO>[CH2:34]([O:33][C:16]1[CH:15]=[CH:14][C:13]([C:8]2[N:7]([CH3:6])[CH:11]=[CH:10][N:9]=2)=[CH:18][C:17]=1[C:19]1[NH:20][C:21](=[O:32])[C:22]2[N:27]([CH3:28])[N:26]=[C:25]([CH2:29][CH2:30][CH3:31])[C:23]=2[N:24]=1)[CH3:35] |f:3.4.5.6.7,8.9.10,13.14.15,^1:57,58|. Procedure details: n-Butyllithium (1.6M solution in hexane, 9.6 ml, 0.0153 mol) was added to a stirred solution of 1-methylimidazole (0.628 g, 0.0077 mol) in dry tetrahydrofuran (10 ml) at -78° C., and the resulting solution stirred for 0.25 hours. A solution of anhydrous zinc chloride (2.08 g, 0.0153 mol) in dry tetrahydrofuran (15 ml) was added, the mixture allowed to warm to room temperature, then 5-(5-bromo-2-ethoxyphenyl)-1-methyl-3-n-propyl-1,6-dihydro-7H-pyrazolo[4,3-d]pyrimidin-7-one (1.0 g, 0.0026 mol) an...